From a dataset of the Open Reaction Database (ORD), a public repository of structured organic reaction records. describe an organic reaction: reactants, conditions, products, and yield The reactants are Cc1ccccc1-c1cc(N2CCN(C)CC2)ncc1C#N, Cc1ccccc1, [Na+], [OH-], O, O=S(=O)(O)O. Yields the product Cc1ccccc1-c1cc(N2CCN(C)CC2)ncc1C(N)=O. Reaction SMILES: [C:1](#[N:2])[c:3]1[c:4](-[c:16]2[c:17]([CH3:22])[cH:18][cH:19][cH:20][cH:21]2)[cH:5][c:6]([N:9]2[CH2:10][CH2:11][N:12]([CH3:15])[CH2:13][CH2:14]2)[n:7][cH:8]1.[CH3:23][c:24]1[cH:25][cH:26][cH:27][cH:28][cH:29]1.[Na+:36].[OH-:35].[OH2:37].[S:30]([OH:31])(=[O:32])(=[O:33])[OH:34]>>[C:1]([NH2:2])([c:3]1[c:4](-[c:16]2[c:17]([CH3:22])[cH:18][cH:19][cH:20][cH:21]2)[cH:5][c:6]([N:9]2[CH2:10][CH2:11][N:12]([CH3:15])[CH2:13][CH2:14]2)[n:7][cH:8]1)=[O:31]. Reactants: O=C1CCC(N2Cc3c(OCc4ccc(CBr)cc4)cccc3C2=O)C(=O)N1, CCNCCOc1ccccc1, CCN(C(C)C)C(C)C, CC#N. The product is CCN(CCOc1ccccc1)Cc1ccc(COc2cccc3c2CN(C2CCC(=O)NC2=O)C3=O)cc1. RXN SMILES: [Br:1][CH2:2][c:3]1[cH:4][cH:5][c:6]([CH2:7][O:8][c:9]2[c:10]3[c:14]([cH:15][cH:16][cH:17]2)[C:13](=[O:18])[N:12]([CH:19]2[C:20](=[O:26])[NH:21][C:22](=[O:25])[CH2:23][CH2:24]2)[CH2:11]3)[cH:27][cH:28]1.[CH2:29]([CH3:30])[NH:31][CH2:32][CH2:33][O:34][c:35]1[cH:36][cH:37][cH:38][cH:39][cH:40]1.[CH2:41]([N:42]([CH:43]([CH3:44])[CH3:45])[CH:46]([CH3:47])[CH3:48])[CH3:49].[CH3:50][C:51]#[N:52]>>[CH2:2]([c:3]1[cH:4][cH:5][c:6]([CH2:7][O:8][c:9]2[c:10]3[c:14]([cH:15][cH:16][cH:17]2)[C:13](=[O:18])[N:12]([CH:19]2[C:20](=[O:26])[NH:21][C:22](=[O:25])[CH2:23][CH2:24]2)[CH2:11]3)[cH:27][cH:28]1)[N:31]([CH2:29][CH3:30])[CH2:32][CH2:33][O:34][c:35]1[cH:36][cH:37][cH:38][cH:39][cH:40]1. Starting materials: C(CCC)[Li] (butyllithium), hexanes, C1(=CC=CC=C1)CC#N (Phenylacetonitrile), CC1=CC=C(C=C1)S(=O)(=O)OC[C@H](COCC1=CC=CC=C1)O ((2S)-2-hydroxy-3-[(phenylmethyl)oxy]propyl 4-methylbenzenesulfonate). Run in C1CCOC1 (THF), CCOC(=O)C (EtOAc). Run at temperature -78 celsius, time 4 hour. Product: O[C@H](CC(C#N)C1=CC=CC=C1)COCC1=CC=CC=C1 ((4R)-4-hydroxy-2-phenyl-5-[(phenylmethyl)oxy]pentanenitrile). RXN SMILES: [C:1]1([CH2:7][C:8]#[N:9])[CH:6]=[CH:5][CH:4]=[CH:3][CH:2]=1.CC1C=CC(S(O[CH2:21][C@@H:22]([OH:32])[CH2:23][O:24][CH2:25][C:26]2[CH:31]=[CH:30][CH:29]=[CH:28][CH:27]=2)(=O)=O)=CC=1.C([Li])CCC>C1COCC1.CCOC(C)=O>[OH:32][C@@H:22]([CH2:23][O:24][CH2:25][C:26]1[CH:31]=[CH:30][CH:29]=[CH:28][CH:27]=1)[CH2:21][CH:7]([C:1]1[CH:6]=[CH:5][CH:4]=[CH:3][CH:2]=1)[C:8]#[N:9]. Procedure: Phenylacetonitrile (4.59 g, 39.2 mmol) and (2S)-2-hydroxy-3-[(phenylmethyl)oxy]propyl 4-methylbenzenesulfonate (13.20 g, 39.2 mmol, 1 eq) were dissolved in 50 mL THF, cooled to −78° C., and treated with 2.5M butyllithium in hexanes (35 mL, 86.3 mmol, 2.2 eq) added dropwise over 30 min. The reaction mixture was stirred 4 h at −78° C., allowed to warm to ambient temperature and stirred an additional 16 h. The reaction mixture was diluted with EtOAc, washed successively with water and brine, dried ...